Dataset: the Open Reaction Database (ORD), a public repository of structured organic reaction records. Task: describe an organic reaction: reactants, conditions, products, and yield Reactants: FC(C(=O)O)(F)F (trifluoroacetic acid), [N+](=O)([O-])C1=CC=C(COC([C@H]2N(CCC2)C(CNC(=O)OC(C)(C)C)=O)=O)C=C1 ([N-(t-butoxycarbonyl)glycyl]L-proline p-nitrobenzyl ester), FC(C(=O)O)(F)F (trifluoroacetic acid). Solvent: C(Cl)Cl (methylene chloride). Reaction conditions: time 1 hour. The product is FC(C(=O)O)(F)F.[N+](=O)([O-])C1=CC=C(COC([C@H]2N(CCC2)C(CN)=O)=O)C=C1 (glycyl-L-proline p-nitrobenzyl ester trifluoroacetic acid salt). Reaction SMILES: [N+:1]([C:4]1[CH:29]=[CH:28][C:7]([CH2:8][O:9][C:10](=[O:27])[C@@H:11]2[CH2:15][CH2:14][CH2:13][N:12]2[C:16](=[O:26])[CH2:17][NH:18]C(OC(C)(C)C)=O)=[CH:6][CH:5]=1)([O-:3])=[O:2].[F:30][C:31]([F:36])([F:35])[C:32]([OH:34])=[O:33]>C(Cl)Cl>[F:30][C:31]([F:36])([F:35])[C:32]([OH:34])=[O:33].[N+:1]([C:4]1[CH:29]=[CH:28][C:7]([CH2:8][O:9][C:10](=[O:27])[C@@H:11]2[CH2:15][CH2:14][CH2:13][N:12]2[C:16](=[O:26])[CH2:17][NH2:18])=[CH:6][CH:5]=1)([O-:3])=[O:2] |f:3.4|. Reported procedure: To a solution of 4.10 g of Compound (22) obtained in the step (a) in 5 ml of methylene chloride was added 2.5 ml of trifluoroacetic acid under ice-cooling and the reaction mixture was stirred for 1 hour, then, 4 ml of trifluoroacetic acid was added to the reaction mixture and the stirring was continued for 2 hours. After reaction, the solvent was removed to give 5.82 g of glycyl-L-proline p-nitrobenzyl ester trifluoroacetic acid salt as pale brownish oil. Isolated yield 75.1%. The reagents and catalysts are CC(C)(C)[O-].[Na+], CC(C)C1=CC(=C(C(=C1)C(C)C)C2=CC=CC=C2P(C3CCCCC3)C4CCCCC4)C(C)C, CC(=O)O.CC(=O)O.[Pd]. Run in CC1=CC=CC=C1. The product is COC1=CN=CC(=C1)N2CCC3(CC2)OCCO3. Run at temperature 100 celsius. Reactants: C1CNCCC12OCCO2, COC1=CC(=CN=C1)Br. Procedure details: 11/05 2011 07:58:54 +0200  A mixture of 3-bromo-5-methoxypyridine (1.5 g, 7.98 mmol), 1,4-dioxa-8-azaspiro[4.5]decane (1.023 ml, 7.98 mmol), palladium(II) acetate (0.107 g, 0.48 mmol) and  dicyclohexyl(2',4',6'-triisopropylbiphenyl-2-yl)phosphine (0.228 g, 0.48 mmol) in toluene (38.3 ml) and tBuOH (7.65 ml) was evacuated and flashed with N2 several times. Then sodium 2-methylpropan-2-olate (0.920 g, 9.57 mmol) was added and the reaction mixture was heated to 100°C for 2hrs.  LCMS showed complete... Starting materials: C(\C=C\CCCCCCC)(=O)O ((E)-2-decenoic acid), C1(=CC=CC=C1)C1CCNCC1 (4-phenylpiperidine). Product: C(\C=C\CCCCCCC)(=O)N1CCC(CC1)C1=CC=CC=C1 (1-((E)-2-Decenoyl)-4-phenyl piperidine). As a reaction SMILES: [C:1]([OH:12])(=O)/[CH:2]=[CH:3]/[CH2:4][CH2:5][CH2:6][CH2:7][CH2:8][CH2:9][CH3:10].[C:13]1([CH:19]2[CH2:24][CH2:23][NH:22][CH2:21][CH2:20]2)[CH:18]=[CH:17][CH:16]=[CH:15][CH:14]=1>>[C:1]([N:22]1[CH2:23][CH2:24][CH:19]([C:13]2[CH:18]=[CH:17][CH:16]=[CH:15][CH:14]=2)[CH2:20][CH2:21]1)(=[O:12])/[CH:2]=[CH:3]/[CH2:4][CH2:5][CH2:6][CH2:7][CH2:8][CH2:9][CH3:10]. Procedure: The same procedures as in Example 1 were carried out using (E)-2-decenoic acid and 4-phenylpiperidine as starting raw materials, to produce an intended compound.